Dataset: the Open Reaction Database (ORD), a public repository of structured organic reaction records. Task: describe an organic reaction: reactants, conditions, products, and yield Starting materials: ClC1=NC2=CC=C(C=C2C=C1)I (2-Chloro-6-iodo-quinoline), C(O)CN (ethanolamine), S(=O)(Cl)Cl (Thionyl chloride). Reaction conditions: temperature 50 celsius. Product: IC=1C=C2C=CC=3N(C2=CC1)CCN3 (7-Iodo-1,2-dihydro-imidazo[1,2-a]quinoline). Reaction SMILES: Cl[C:2]1[CH:11]=[CH:10][C:9]2[C:4](=[CH:5][CH:6]=[C:7]([I:12])[CH:8]=2)[N:3]=1.[CH2:13]([CH2:15][NH2:16])O.S(Cl)(Cl)=O>>[I:12][C:7]1[CH:8]=[C:9]2[C:4](=[CH:5][CH:6]=1)[N:3]1[CH2:13][CH2:15][N:16]=[C:2]1[CH:11]=[CH:10]2. Procedure details: 2-Chloro-6-iodo-quinoline (200 mg, 0.69 mmol) and ethanolamine (1 mL) were heated at 130° C. for 1 hour. The reaction was cooled and purified by silica gel chromatography (4:1 EtOAc:Hex), and the isolated product was dissolved in CHCl3. Thionyl chloride (0.12 mL, 1.65 mmol) was added, and the reaction was heated at 50° C. for 1 hour. The reaction was quenched with methanol and basified with saturated aqueous Na2CO3. The mixture was extracted with CH2Cl2, and the combined organic layers were comb... The reactants are BrC=1N=C2C(=NC1)N(C(=C2CC)C2=CC=C(C=C2)C2(OCCO2)C)COCC[Si](C)(C)C (2-bromo-7-ethyl-6-(4-(2-methyl-1,3-dioxolan-2-yl)phenyl)-5-((2-(trimethylsilyl)ethoxy)methyl)-5H-pyrrolo[2,3-b]pyrazine), Cl (HCl), CO (MeOH), TEA, [Li+].[OH-] (LiOH). Reagents/catalysts: Cl[Pd]([P](C1=CC=CC=C1)(C2=CC=CC=C2)C3=CC=CC=C3)([P](C4=CC=CC=C4)(C5=CC=CC=C5)C6=CC=CC=C6)Cl (PdCl2(PPh3)2). The solvent is CN(C)C=O (DMF), O (Water). Run at temperature 95 celsius. The product is C(C)C1=C(N(C2=NC=C(N=C21)C(=O)O)COCC[Si](C)(C)C)C2=CC=C(C=C2)C2(OCCO2)C (7-ethyl-6-(4-(2-methyl-1,3-dioxolan-2-yl)phenyl)-5-((2-(trimethylsilyl)ethoxy)methyl)-5H-pyrrolo[2,3-b]pyrazine-2-carboxylic acid). Isolated yield 49.3%. As a reaction SMILES: Br[C:2]1[N:3]=[C:4]2[C:10]([CH2:11][CH3:12])=[C:9]([C:13]3[CH:18]=[CH:17][C:16]([C:19]4([CH3:24])[O:23][CH2:22][CH2:21][O:20]4)=[CH:15][CH:14]=3)[N:8]([CH2:25][O:26][CH2:27][CH2:28][Si:29]([CH3:32])([CH3:31])[CH3:30])[C:5]2=[N:6][CH:7]=1.[CH3:33][OH:34].[Li+].[OH-:36].Cl>CN(C=O)C.Cl[Pd](Cl)([P](C1C=CC=CC=1)(C1C=CC=CC=1)C1C=CC=CC=1)[P](C1C=CC=CC=1)(C1C=CC=CC=1)C1C=CC=CC=1.O>[CH2:11]([C:10]1[C:4]2[C:5](=[N:6][CH:7]=[C:2]([C:33]([OH:36])=[O:34])[N:3]=2)[N:8]([CH2:25][O:26][CH2:27][CH2:28][Si:29]([CH3:32])([CH3:31])[CH3:30])[C:9]=1[C:13]1[CH:18]=[CH:17][C:16]([C:19]2([CH3:24])[O:23][CH2:22][CH2:21][O:20]2)=[CH:15][CH:14]=1)[CH3:12] |f:2.3,^1:45,64|. Procedure: A mixture of 2-bromo-7-ethyl-6-(4-(2-methyl-1,3-dioxolan-2-yl)phenyl)-5-((2-(trimethylsilyl)ethoxy)methyl)-5H-pyrrolo[2,3-b]pyrazine (2.00 g, 3.86 mmol, Preparation #5) and PdCl2(PPh3)2 (0.406 g, 0.579 mmol) in DMF (25 mL) was degassed under reduced pressure and the solution was placed under an atmosphere of CO. MeOH (4.70 mL, 116 mmol) and TEA (2.15 mL, 15.4 mmol) were added and then the mixture was degassed under reduced pressure and the solution placed under an atmosphere of CO. The mixture w... The reactants are C1(=C(C=CC=C1)NCCCCCC(=O)OCC)C1=CC=CC=C1 (ethyl 6-(biphenyl-2-yl)aminocaproate), C(C)N(C(C)C)C(C)C (ethyldiisopropylamine), ClC=1C=CC(=C(C(=O)Cl)C1)OC (5-chloro-2-methoxybenzoyl chloride). The solvent is C1=CC=CC=C1 (benzene), C1=CC=CC=C1 (benzene). The product is ClC=1C=CC(=C(C(=O)N(C2=C(C=CC=C2)C2=CC=CC=C2)CCCCCC(=O)OCC)C1)OC (ethyl 6-[5-chloro-2-methoxy-N-(biphenyl-2-yl)benzamido]caproate). Isolated yield 90.0%. RXN SMILES: [C:1]1([C:18]2[CH:23]=[CH:22][CH:21]=[CH:20][CH:19]=2)[CH:6]=[CH:5][CH:4]=[CH:3][C:2]=1[NH:7][CH2:8][CH2:9][CH2:10][CH2:11][CH2:12][C:13]([O:15][CH2:16][CH3:17])=[O:14].C(N(C(C)C)C(C)C)C.[Cl:33][C:34]1[CH:35]=[CH:36][C:37]([O:43][CH3:44])=[C:38]([CH:42]=1)[C:39](Cl)=[O:40]>C1C=CC=CC=1>[Cl:33][C:34]1[CH:35]=[CH:36][C:37]([O:43][CH3:44])=[C:38]([CH:42]=1)[C:39]([N:7]([CH2:8][CH2:9][CH2:10][CH2:11][CH2:12][C:13]([O:15][CH2:16][CH3:17])=[O:14])[C:2]1[CH:3]=[CH:4][CH:5]=[CH:6][C:1]=1[C:18]1[CH:23]=[CH:22][CH:21]=[CH:20][CH:19]=1)=[O:40]. Reported procedure: 8.0 g of ethyl 6-(biphenyl-2-yl)aminocaproate and 3.3 g of ethyldiisopropylamine in 50 ml of benzene are reacted with a solution of 5.3 g of 5-chloro-2-methoxybenzoyl chloride in 20 ml of benzene, analogously to Example 47a), to obtain, as reaction product, 11.1 g (90% of theory) of ethyl 6-[5-chloro-2-methoxy-N-(biphenyl-2-yl)benzamido]caproate as a viscous non-distillable oil. The saponification of this ester yields 7.0 g (67% of theory) of 6-[5-chloro-2-methoxy-N-(biphenyl-2-yl)benzamido]-cap... The reactants are CN(C)C(=O)N1CC2CC(N=C=O)(C3CCCC3)CC2C1, Cl, N. Yields the product CN(C)C(=O)N1CC2CC(N)(C3CCCC3)CC2C1. Reaction SMILES: [CH3:1][N:2]([C:3](=[O:4])[N:5]1[CH2:6][CH:7]2[CH:8]([CH2:9]1)[CH2:10][C:11]([N:13]=[C:14]=[O:15])([CH:16]1[CH2:17][CH2:18][CH2:19][CH2:20]1)[CH2:12]2)[CH3:21].[ClH:23].[NH3:22]>>[CH3:1][N:2]([C:3](=[O:4])[N:5]1[CH2:6][CH:7]2[CH:8]([CH2:9]1)[CH2:10][C:11]([NH2:13])([CH:16]1[CH2:17][CH2:18][CH2:19][CH2:20]1)[CH2:12]2)[CH3:21]. The reactants are CCCC[Sn](Cl)(CCCC)CCCC, CC(C)[Mg+], [Cl-], [Cl-], Fc1ccc(F)c(-n2cnc(I)c2)c1, [NH4+], C1CCOC1. The product is CCCC[Sn](CCCC)(CCCC)c1cn(-c2cc(F)ccc2F)cn1. As a reaction SMILES: [CH2:20]([CH2:21][CH2:22][CH3:23])[Sn:24]([CH2:25][CH2:26][CH2:27][CH3:28])([CH2:29][CH2:30][CH2:31][CH3:32])[Cl:33].[CH:16]([Mg+:17])([CH3:18])[CH3:19].[Cl-:15].[Cl-:34].[F:1][c:2]1[c:3](-[n:9]2[cH:10][n:11][c:12]([I:14])[cH:13]2)[cH:4][c:5]([F:8])[cH:6][cH:7]1.[NH4+:35].[O:36]1[CH2:37][CH2:38][CH2:39][CH2:40]1>>[F:1][c:2]1[c:3](-[n:9]2[cH:10][n:11][c:12]([Sn:24]([CH2:20][CH2:21][CH2:22][CH3:23])([CH2:25][CH2:26][CH2:27][CH3:28])[CH2:29][CH2:30][CH2:31][CH3:32])[cH:13]2)[cH:4][c:5]([F:8])[cH:6][cH:7]1. Starting materials: C(C)OC(CC1=C(C(=C(C=C1)N)OC1=CC(=CC(=C1)Cl)Br)F)=O ([4-amino-3-(3-bromo-5-chloro-phenoxy)-2-fluoro-phenyl]-acetic acid ethyl ester), Cl (HCl), CCOCC (Et2O), C(C)(C)(C)ON=O (tert-butyl-nitrite), CuCl2. The solvent is CC#N (MeCN). Reaction conditions: temperature 50 celsius. The product is C(C)OC(CC1=C(C(=C(C=C1)Cl)OC1=CC(=CC(=C1)Cl)Br)F)=O ([4-chloro-3-(3-bromo-5-chloro-phenoxy)-2-fluoro-phenyl]-acetic acid ethyl ester). RXN SMILES: [CH2:1]([O:3][C:4](=[O:23])[CH2:5][C:6]1[CH:11]=[CH:10][C:9](N)=[C:8]([O:13][C:14]2[CH:19]=[C:18]([Cl:20])[CH:17]=[C:16]([Br:21])[CH:15]=2)[C:7]=1[F:22])[CH3:2].C(ON=O)(C)(C)C.[ClH:31].CCOCC>CC#N>[CH2:1]([O:3][C:4](=[O:23])[CH2:5][C:6]1[CH:11]=[CH:10][C:9]([Cl:31])=[C:8]([O:13][C:14]2[CH:19]=[C:18]([Cl:20])[CH:17]=[C:16]([Br:21])[CH:15]=2)[C:7]=1[F:22])[CH3:2]. Reported procedure: steps 4 and 5—A suspension of 44a (16.1 g, 37 mmol), Fe powder (8.2 g, 148 mmol, Fisher, electrolytically deposited), and NH4Cl (8.0 g, 148 mmol) in absolute ethanol (700 mL) and H2O (180 mL) was heated to reflux for 4 h. The solution was cooled to RT and filtered through CELITE®. The filter cake was washed with chloroform (2×150 mL). The filtrate was washed with aqueous NaHCO3, water, and brine and dried (K2CO3), filtered and the volatiles removed to afford 14.0 g of [4-amino-3-(3-bromo-5-chlor... The reactants are Cl.IC=1C=C2C(C(=CN(C2=CC1)CC1CNCC1)C(=O)OCC)=O (ethyl 6-iodo-4-oxo-1-(pyrrolidin-3-ylmethyl)-1,4-dihydroquinoline-3-carboxylate hydrochloride), Cl.IC=1C=C2C(C(=CN(C2=CC1)CC1CNCC1)C(=O)OCC)=O (ethyl 6-iodo-4-oxo-1-(pyrrolidin-3-ylmethyl)-1,4-dihydroquinoline-3-carboxylate hydrochloride), C(C)NC(=O)NC1=NC=C(C(=C1)C=1SC=C(N1)C(F)(F)F)B1OC(C(O1)(C)C)(C)C (1-Ethyl-3-(5-(4,4,5,5-tetramethyl-1,3,2-dioxaborolan-2-yl)-4-(4-(trifluoromethyl)thiazol-2-yl)pyridin-2-yl)urea), C(C)NC(=O)NC1=NC=C(C(=C1)C=1SC=C(N1)C(F)(F)F)B1OC(C(O1)(C)C)(C)C (1-Ethyl-3-(5-(4,4,5,5-tetramethyl-1,3,2-dioxaborolan-2-yl)-4-(4-(trifluoromethyl)thiazol-2-yl)pyridin-2-yl)urea), C([O-])(O)=O.[Na+] (sodium bicarbonate). Reagents/catalysts: Cl[Pd]([P](C1=CC=CC=C1)(C2=CC=CC=C2)C3=CC=CC=C3)([P](C4=CC=CC=C4)(C5=CC=CC=C5)C6=CC=CC=C6)Cl (trans-dichlorobis(triphenylphosphine)palladium). Solvent: O (water), C(OC)COC (dimethoxyethane), O (water). Run at temperature 75 celsius, time 1 hour. Product: C(C)NC(NC1=CC(=C(C=N1)C=1C=C2C(C(=CN(C2=CC1)CC1CNCC1)C(=O)OCC)=O)C=1SC=C(N1)C(F)(F)F)=O (ethyl 6-(6-(3-ethylureido)-4-(4-(trifluoromethyl)thiazol-2-yl)pyridin-3-yl)-4-oxo-1-(pyrrolidin-3-ylmethyl)-1,4-dihydroquinoline-3-carboxylate). Isolated yield 80.3%. As a reaction SMILES: Cl.I[C:3]1[CH:4]=[C:5]2[C:10](=[CH:11][CH:12]=1)[N:9]([CH2:13][CH:14]1[CH2:18][CH2:17][NH:16][CH2:15]1)[CH:8]=[C:7]([C:19]([O:21][CH2:22][CH3:23])=[O:20])[C:6]2=[O:24].[CH2:25]([NH:27][C:28]([NH:30][C:31]1[CH:36]=[C:35]([C:37]2[S:38][CH:39]=[C:40]([C:42]([F:45])([F:44])[F:43])[N:41]=2)[C:34](B2OC(C)(C)C(C)(C)O2)=[CH:33][N:32]=1)=[O:29])[CH3:26].C(=O)(O)[O-].[Na+]>C(COC)OC.O.Cl[Pd](Cl)([P](C1C=CC=CC=1)(C1C=CC=CC=1)C1C=CC=CC=1)[P](C1C=CC=CC=1)(C1C=CC=CC=1)C1C=CC=CC=1>[CH2:25]([NH:27][C:28](=[O:29])[NH:30][C:31]1[N:32]=[CH:33][C:34]([C:3]2[CH:4]=[C:5]3[C:10](=[CH:11][CH:12]=2)[N:9]([CH2:13][CH:14]2[CH2:18][CH2:17][NH:16][CH2:15]2)[CH:8]=[C:7]([C:19]([O:21][CH2:22][CH3:23])=[O:20])[C:6]3=[O:24])=[C:35]([C:37]2[S:38][CH:39]=[C:40]([C:42]([F:45])([F:44])[F:43])[N:41]=2)[CH:36]=1)[CH3:26] |f:0.1,3.4,^1:69,88|. Procedure details: A tall vial was charged with ethyl 6-iodo-4-oxo-1-(pyrrolidin-3-ylmethyl)-1,4-dihydroquinoline-3-carboxylate hydrochloride (Intermediate 126, 1.5 g, 3.24 mmol), 6-(3-ethylureido)-4-(4-trifluoromethylthiazol-2-yl)pyridin-3-ylboronic acid (Intermediate 17, 1.41 g, 3.9 mmol) and sodium bicarbonate (1.1 g, 12.9 mmol) in dimethoxyethane (10 mL) and water (2 mL). The reaction mixture was purged by N2 for about 5 minutes, then trans-dichlorobis(triphenylphosphine)palladium (II) (228 mg, 0.324 mmol) was...